From a dataset of the Open Reaction Database (ORD), a public repository of structured organic reaction records. describe an organic reaction: reactants, conditions, products, and yield The reactants are C[O-], CCOCC, CO, CN(C)C=O, ClCC1CCNCC1, Cl, [Na+], Oc1ccccc1. The product is c1ccc(OCC2CCNCC2)cc1. Reaction SMILES: [CH3:1][O-:2].[CH3:22][CH2:23][O:24][CH2:25][CH3:26].[CH3:4][OH:5].[CH:27]([N:28]([CH3:29])[CH3:30])=[O:31].[Cl:14][CH2:15][CH:16]1[CH2:17][CH2:18][NH:19][CH2:20][CH2:21]1.[ClH:13].[Na+:3].[OH:6][c:7]1[cH:8][cH:9][cH:10][cH:11][cH:12]1>>[O:6]([c:7]1[cH:8][cH:9][cH:10][cH:11][cH:12]1)[CH2:15][CH:16]1[CH2:17][CH2:18][NH:19][CH2:20][CH2:21]1. Starting materials: O=Cc1ccc(C(=O)OCc2ccccc2)o1, CC#N, [O-][Cl+][O-], [K+], NS(=O)(=O)O, [Na+], [Na+], [Na+], O, O=P([O-])(O)O, O=S([O-])([O-])=S. The product is O=C(O)c1ccc(C(=O)OCc2ccccc2)o1. Reaction SMILES: [CH2:1]([c:2]1[cH:3][cH:4][cH:5][cH:6][cH:7]1)[O:8][C:9](=[O:10])[c:11]1[o:12][c:13]([CH:16]=[O:17])[cH:14][cH:15]1.[CH3:40][C:41]#[N:42].[Cl+:23]([O-:24])[O-:25].[K+:27].[NH2:18][S:19]([OH:20])(=[O:21])=[O:22].[Na+:26].[Na+:38].[Na+:39].[OH2:43].[OH:28][P:29](=[O:30])([O-:31])[OH:32].[S:33]([O-:34])([O-:35])(=[O:36])=[S:37]>>[CH2:1]([c:2]1[cH:3][cH:4][cH:5][cH:6][cH:7]1)[O:8][C:9](=[O:10])[c:11]1[o:12][c:13]([C:16](=[O:17])[OH:20])[cH:14][cH:15]1.